This data is from the Open Reaction Database (ORD), a public repository of structured organic reaction records. The task is: describe an organic reaction: reactants, conditions, products, and yield Starting materials: ClC1=NC2=CC=CC=C2C(=C1C1=C(C=CC=C1)C)Cl (2,4-dichloro-3-o-tolylquinoline), C[O-].[Na+] (sodium methoxide), O (water). Run in CN(C=O)C (dimethylformamide). Yields the product COC1=C(C(NC2=CC=CC=C12)=O)C1=C(C=CC=C1)C (4-methoxy-3-o-tolylquinolin-2-one). Reaction SMILES: Cl[C:2]1[C:11]([C:12]2[CH:17]=[CH:16][CH:15]=[CH:14][C:13]=2[CH3:18])=[C:10](Cl)[C:9]2[C:4](=[CH:5][CH:6]=[CH:7][CH:8]=2)[N:3]=1.[CH3:20][O-:21].[Na+].[OH2:23]>CN(C)C=O>[CH3:20][O:21][C:10]1[C:9]2[C:4](=[CH:5][CH:6]=[CH:7][CH:8]=2)[NH:3][C:2](=[O:23])[C:11]=1[C:12]1[CH:17]=[CH:16][CH:15]=[CH:14][C:13]=1[CH3:18] |f:1.2|. Reported procedure: A mixture of 2,4-dichloro-3-o-tolylquinoline (3 g.) and sodium methoxide (1.9 g.) in dimethylformamide (30 ml.) was heated at 60° for 6 hr. The mixture was cooled and poured into water (500 ml.), and the mixture was extracted with ethyl acetate (2×100 ml.). The ethyl acetate extract was washed with water (2×50 ml.) and then dried (MgSO4). The solvent was evaporated and the residue (containing 2,4-dimethoxy-3-o-tolylquinoline) was used without further purification. A mixture of said residue (2.6 ... Starting materials: O=Cc1ccc(OCc2ccccc2)c(OC2CCCC2)c1, CC(=O)O, [O-][Cl+][O-], NS(=O)(=O)O, [Na+], O. Product: O=C(O)c1ccc(OCc2ccccc2)c(OC2CCCC2)c1. Reaction SMILES: [CH2:1]([c:2]1[cH:3][cH:4][cH:5][cH:6][cH:7]1)[O:8][c:9]1[c:10]([O:17][CH:18]2[CH2:19][CH2:20][CH2:21][CH2:22]2)[cH:11][c:12]([CH:13]=[O:14])[cH:15][cH:16]1.[CH3:32][C:33](=[O:34])[OH:35].[Cl+:28]([O-:29])[O-:30].[NH2:23][S:24]([OH:25])(=[O:26])=[O:27].[Na+:31].[OH2:36]>>[CH2:1]([c:2]1[cH:3][cH:4][cH:5][cH:6][cH:7]1)[O:8][c:9]1[c:10]([O:17][CH:18]2[CH2:19][CH2:20][CH2:21][CH2:22]2)[cH:11][c:12]([C:13](=[O:14])[OH:25])[cH:15][cH:16]1. Starting materials: CCN=C=NCCCN(C)C, CCN(C(C)C)C(C)C, Cl, NCCCCO, CN(C)C=O, On1nnc2ccccc21, O=C(O)c1cc2ccccc2o1. Product: O=C(NCCCCO)c1cc2ccccc2o1. Reaction SMILES: [CH3:30][N:31]([CH3:32])[CH2:33][CH2:34][CH2:35][N:36]=[C:37]=[N:38][CH2:39][CH3:40].[CH:41]([N:42]([CH:43]([CH3:44])[CH3:45])[CH2:46][CH3:47])([CH3:48])[CH3:49].[ClH:29].[NH2:13][CH2:14][CH2:15][CH2:16][CH2:17][OH:18].[O:50]=[CH:51][N:52]([CH3:53])[CH3:54].[OH:19][n:20]1[c:21]2[cH:22][cH:23][cH:24][cH:25][c:26]2[n:27][n:28]1.[o:1]1[c:2]([C:10](=[O:11])[OH:12])[cH:3][c:4]2[c:5]1[cH:6][cH:7][cH:8][cH:9]2>>[o:1]1[c:2]([C:10](=[O:12])[NH:13][CH2:14][CH2:15][CH2:16][CH2:17][OH:18])[cH:3][c:4]2[c:5]1[cH:6][cH:7][cH:8][cH:9]2. Starting materials: CCOC(C)=O, OCC1CC1, O=[N+]([O-])c1cc[nH]n1, CC(C)OC(=O)N=NC(=O)OC(C)C, C1CCOC1, c1ccc(P(c2ccccc2)c2ccccc2)cc1. Yields the product O=[N+]([O-])c1ccn(CC2CC2)n1. RXN SMILES: [CH3:52][CH2:53][O:54][C:55](=[O:56])[CH3:57].[CH:9]1([CH2:12][OH:13])[CH2:10][CH2:11]1.[N+:1](=[O:2])([O-:3])[c:4]1[n:5][nH:6][cH:7][cH:8]1.[O:33]=[C:34]([O:35][CH:36]([CH3:37])[CH3:38])[N:39]=[N:40][C:41]([O:42][CH:43]([CH3:44])[CH3:45])=[O:46].[O:47]1[CH2:48][CH2:49][CH2:50][CH2:51]1.[c:14]1([P:15]([c:16]2[cH:17][cH:18][cH:19][cH:20][cH:21]2)[c:22]2[cH:23][cH:24][cH:25][cH:26][cH:27]2)[cH:28][cH:29][cH:30][cH:31][cH:32]1>>[N+:1](=[O:2])([O-:3])[c:4]1[n:5][n:6]([CH2:12][CH:9]2[CH2:10][CH2:11]2)[cH:7][cH:8]1.